From a dataset of the Open Reaction Database (ORD), a public repository of structured organic reaction records. describe an organic reaction: reactants, conditions, products, and yield The reactants are O=C1CCc2cc(OCc3ccccc3)ccc21, CCOC(=O)CP(=O)(OCC)OCC, Cc1ccccc1, Cl, [H-], [Na+]. Product: CCOC(=O)C=C1CCc2cc(OCc3ccccc3)ccc21. Reaction SMILES: [CH2:17]([c:18]1[cH:19][cH:20][cH:21][cH:22][cH:23]1)[O:24][c:25]1[cH:26][c:27]2[c:31]([cH:32][cH:33]1)[C:30](=[O:34])[CH2:29][CH2:28]2.[CH3:1][CH2:2][O:3][C:4](=[O:5])[CH2:6][P:7]([O:8][CH2:9][CH3:10])([O:11][CH2:12][CH3:13])=[O:14].[CH3:36][c:37]1[cH:38][cH:39][cH:40][cH:41][cH:42]1.[ClH:35].[H-:15].[Na+:16]>>[CH3:1][CH2:2][O:3][C:4](=[O:5])[CH:6]=[C:30]1[CH2:29][CH2:28][c:27]2[cH:26][c:25]([O:24][CH2:17][c:18]3[cH:19][cH:20][cH:21][cH:22][cH:23]3)[cH:33][cH:32][c:31]21. As a reaction SMILES: [CH2:1]([c:2]1[cH:3][cH:4][cH:5][cH:6][cH:7]1)[N:8]1[CH:9]([C:14](=[O:15])[O:16][CH3:17])[CH2:10][CH2:11][C:12]1=[O:13].[CH3:18][O:19][c:20]1[cH:21][cH:22][c:23]([P:24]2(=[S:27])[S:25][P:26]([c:28]3[cH:29][cH:30][c:31]([O:32][CH3:33])[cH:34][cH:35]3)(=[S:36])[S:37]2)[cH:38][cH:39]1.[O:40]1[CH2:41][CH2:42][CH2:43][CH2:44]1>>[CH2:1]([c:2]1[cH:3][cH:4][cH:5][cH:6][cH:7]1)[N:8]1[CH:9]([C:14](=[O:15])[O:16][CH3:17])[CH2:10][CH2:11][C:12]1=[S:27]. Product: COC(=O)C1CCC(=S)N1Cc1ccccc1. Starting materials: COC(=O)C1CCC(=O)N1Cc1ccccc1, COc1ccc(P2(=S)SP(=S)(c3ccc(OC)cc3)S2)cc1, C1CCOC1. Reactants: CCCP1(=O)OP(=O)(OP(=O)(O1)CCC)CCC (1-propanephosphonic acid cyclic anhydride), ClC1=C(C=C(C=C1)S(=O)(=O)NC=1C(=NC=CN1)C(=O)O)C(F)(F)F (3-(4-chloro-3-trifluoromethyl-benzenesulfonylamino)-pyrazine-2-carboxylic acid), N1CCOCC1 (morpholine), CCN(C(C)C)C(C)C (DIEA). Run in C(Cl)Cl (CH2Cl2). The product is ClC1=C(C=C(C=C1)S(=O)(=O)NC1=NC=CN=C1C(=O)N1CCOCC1)C(F)(F)F (4-chloro-N-[3-(morpholine-4-carbonyl)-pyrazin-2-yl]-3-trifluoromethyl-benzenesulfonamide). Isolated yield 59.3%. RXN SMILES: [Cl:1][C:2]1[CH:7]=[CH:6][C:5]([S:8]([NH:11][C:12]2[C:13]([C:18](O)=[O:19])=[N:14][CH:15]=[CH:16][N:17]=2)(=[O:10])=[O:9])=[CH:4][C:3]=1[C:21]([F:24])([F:23])[F:22].[NH:25]1[CH2:30][CH2:29][O:28][CH2:27][CH2:26]1.CCN(C(C)C)C(C)C.CCCP1(OP(CCC)(=O)OP(CCC)(=O)O1)=O>C(Cl)Cl>[Cl:1][C:2]1[CH:7]=[CH:6][C:5]([S:8]([NH:11][C:12]2[C:13]([C:18]([N:25]3[CH2:30][CH2:29][O:28][CH2:27][CH2:26]3)=[O:19])=[N:14][CH:15]=[CH:16][N:17]=2)(=[O:9])=[O:10])=[CH:4][C:3]=1[C:21]([F:24])([F:22])[F:23]. Procedure details: To a mixture of 20 mg of 3-(4-chloro-3-trifluoromethyl-benzenesulfonylamino)-pyrazine-2-carboxylic acid, 10 mg of morpholine and 20 μl of DIEA in 1.5 mL of CH2Cl2 was added 32 μL of 1-propanephosphonic acid cyclic anhydride (50% in ethyl acetate). After 3-4 hours the reaction mixture was directly purified via flash column (65% ethyl acetate in hexane) to afford 14 mg of 4-chloro-N-[3-(morpholine-4-carbonyl)-pyrazin-2-yl]-3-trifluoromethyl-benzenesulfonamide as a white powder. MS: (M+H)/z=451.0. As a reaction SMILES: [CH3:1][NH:2][C:3](=[S:4])[N:5]1[CH:6]([c:10]2[c:11]([O:16][CH2:17][CH2:18][N:19]3[CH2:20][CH2:21][N:22]([c:25]4[cH:26][cH:27][cH:28][cH:29][cH:30]4)[CH2:23][CH2:24]3)[cH:12][cH:13][cH:14][cH:15]2)[S:7][CH2:8][CH2:9]1.[CH3:31][CH2:32][OH:33]>>[CH3:1][NH:2][C:3]([N:5]1[CH:6]([c:10]2[c:11]([O:16][CH2:17][CH2:18][N:19]3[CH2:20][CH2:21][N:22]([c:25]4[cH:26][cH:27][cH:28][cH:29][cH:30]4)[CH2:23][CH2:24]3)[cH:12][cH:13][cH:14][cH:15]2)[S:7][CH2:8][CH2:9]1)=[O:33]. Yields the product CNC(=O)N1CCSC1c1ccccc1OCCN1CCN(c2ccccc2)CC1. The reactants are CNC(=S)N1CCSC1c1ccccc1OCCN1CCN(c2ccccc2)CC1, CCO. The reactants are CC(=O)O[BH-](OC(C)=O)OC(C)=O, CO, CO, NC1CC1, Cl, [Na+], O=C1CCC(Nc2cccc3cnccc23)CC1. Product: c1cc(NC2CCC(NC3CC3)CC2)c2ccncc2c1. As a reaction SMILES: [C:23]([O:24][BH-:25]([O:26][C:27](=[O:28])[CH3:29])[O:30][C:31](=[O:32])[CH3:33])(=[O:34])[CH3:35].[CH3:37][OH:38].[CH3:40][OH:41].[CH:19]1([NH2:22])[CH2:20][CH2:21]1.[ClH:39].[Na+:36].[cH:1]1[n:2][cH:3][cH:4][c:5]2[c:6]([NH:11][CH:12]3[CH2:13][CH2:14][C:15](=[O:18])[CH2:16][CH2:17]3)[cH:7][cH:8][cH:9][c:10]12>>[cH:1]1[n:2][cH:3][cH:4][c:5]2[c:6]([NH:11][CH:12]3[CH2:13][CH2:14][CH:15]([NH:22][CH:19]4[CH2:20][CH2:21]4)[CH2:16][CH2:17]3)[cH:7][cH:8][cH:9][c:10]12. The reactants are COC(=O)C=1NC=CC1 (1H-pyrrole-2-carboxylic acid methyl ester), FC(C1=CC=C(C=C1)C(C)=O)(F)F (1-(4-trifluoromethyl-phenyl)-ethanone), C([O-])([O-])=O.[Cs+].[Cs+] (cesium carbonate). The solvent is C(C)#N (acetonitrile). Run at temperature 35 celsius, time 18 hour. Product: COC(=O)C=1N(C=CC1)CC(C1=CC=C(C=C1)C(F)(F)F)=O (1-[2-oxo-2-(4-trifluoromethyl-phenyl)-ethyl]-1H-pyrrole-2-carboxylic acid methyl ester). Reaction SMILES: [CH3:1][O:2][C:3]([C:5]1[NH:6][CH:7]=[CH:8][CH:9]=1)=[O:4].[F:10][C:11]([F:22])([F:21])[C:12]1[CH:17]=[CH:16][C:15]([C:18](=[O:20])[CH3:19])=[CH:14][CH:13]=1.C(=O)([O-])[O-].[Cs+].[Cs+]>C(#N)C>[CH3:1][O:2][C:3]([C:5]1[N:6]([CH2:19][C:18](=[O:20])[C:15]2[CH:14]=[CH:13][C:12]([C:11]([F:10])([F:21])[F:22])=[CH:17][CH:16]=2)[CH:7]=[CH:8][CH:9]=1)=[O:4] |f:2.3.4|. Procedure details: A solution of 1.15 g (9.19 mmol) 1H-pyrrole-2-carboxylic acid methyl ester and 2.70 g (10.1 mmol) 2-bromo-(1-(4-trifluoromethyl-phenyl)-ethanone in 20 ml acetonitrile is treated with 3.30 g (10.1 mmol) cesium carbonate. The resulting suspension is stirred at 35° C. for 18 hours. The reaction mixture is filtered and the filtrate is evaporated. The residue is chromatographed on a silica gel column with cyclohexane/ethyl acetate as eluent to give 1-[2-oxo-2-(4-trifluoromethyl-phenyl)-ethyl]-1H-pyrr...